From a dataset of the Open Reaction Database (ORD), a public repository of structured organic reaction records. describe an organic reaction: reactants, conditions, products, and yield The reactants are FC=1C(=C(C=C(C1)F)O)[N+](=O)[O-] (3,5 difluoro-2-nitrophenol), CN(C=O)C (N,N-dimethylformamide), C([O-])([O-])=O.[K+].[K+] (potassium carbonate), IC (iodomethane). Run in O (water). Run at time 18 hour. Product: FC=1C(=C(C=C(C1)F)OC)[N+](=O)[O-] (3,5-Difluoro-2-nitro-anisole). As a reaction SMILES: [F:1][C:2]1[C:3]([N+:10]([O-:12])=[O:11])=[C:4]([OH:9])[CH:5]=[C:6]([F:8])[CH:7]=1.[CH3:13]N(C)C=O.C(=O)([O-])[O-].[K+].[K+].IC>O>[F:1][C:2]1[C:3]([N+:10]([O-:12])=[O:11])=[C:4]([O:9][CH3:13])[CH:5]=[C:6]([F:8])[CH:7]=1 |f:2.3.4|. Reported procedure: A mixture of 3,5 difluoro-2-nitrophenol(8.3 g), N,N-dimethylformamide(30 mL), potassium carbonate(10 g) and iodomethane(5 mL) was stirred vigorously at room temperature for 18 h. The mixture was diluted with water and extracted with ether. The extract was washed with brine, dried and evaporated to dryness to give the product(8.7 g) as a yellow solid. Starting materials: N1(CCC=CC1)C(=O)OC(C)(C)C (tert-butyl 3,6-dihydropyridine-1(2H)-carboxylate), C1=CC(=CC(=C1)Cl)C(=O)OO (m-CPBA), [O-]S(=O)(=S)[O-].[Na+].[Na+] (Na2S2O3). Run in C(Cl)Cl (DCM). Run at time 1 hour. The product is C12CN(CCC2O1)C(=O)OC(C)(C)C (tert-butyl 7-oxa-3-azabicyclo[4.1.0]heptane-3-carboxylate). Reaction SMILES: [N:1]1([C:7]([O:9][C:10]([CH3:13])([CH3:12])[CH3:11])=[O:8])[CH2:6][CH:5]=[CH:4][CH2:3][CH2:2]1.C1C=C(Cl)C=C(C(OO)=[O:22])C=1.[O-]S([O-])(=S)=O.[Na+].[Na+]>C(Cl)Cl>[CH:5]12[O:22][CH:4]1[CH2:3][CH2:2][N:1]([C:7]([O:9][C:10]([CH3:13])([CH3:12])[CH3:11])=[O:8])[CH2:6]2 |f:2.3.4|. Procedure details: To a solution of tert-butyl 3,6-dihydropyridine-1(2H)-carboxylate (617 g, 3.37 mol) in anhydrous DCM (10 L) was added m-CPBA (989 g, 5.73 mol) in portions at 0° C. The mixture was stirred at room temperature for 1 hour. Saturated Na2S2O3 (1 L) was added and the organic layer was separated. The organic layer was washed with 5% aqueous K2CO3 (5 L×2), brine (4 L), dried over sodium sulfate, and concentrated under reduced pressure. The residue was purified by column chromatography (petroleum ether:e... Starting materials: FC=1C(=NC=C(C1)C(F)(F)F)N[C@@H]1[C@H](CCC1)NC(C1=C(C=CC=C1)N1N=CC=N1)=O (N-[(1S,2S)-2-{[3-Fluoro-5-(trifluoromethyl)pyridin-2-yl]amino}cyclopentyl]-2-(2H-1,2,3-triazol-2-yl)benzamide), ClC=1C(=NC=C(C1)C(F)(F)F)F (3-chloro-2-fluoro-5-(trifluoromethyl)pyridine), Cl.N[C@@H]1[C@H](CCC1)NC(C1=C(C=CC=C1)N1N=CC=N1)=O (N-[(1S,2S)-2-aminocyclopentyl]-2-(2H-1,2,3-triazol-2-yl)benzamide hydrochloride), Cl.N[C@@H]1[C@H](CCC1)NC(C1=C(C=CC=C1)N1N=CC=N1)=O (N-[(1S,2S)-2-aminocyclopentyl]-2-(2H-1,2,3-triazol-2-yl)benzamide hydrochloride). Product: ClC=1C(=NC=C(C1)C(F)(F)F)N[C@@H]1[C@H](CCC1)NC(C1=C(C=CC=C1)N1N=CC=N1)=O (N-[(1S,2S)-2-{[3-Chloro-5-(trifluoromethyl)pyridin-2-yl]amino}cyclopentyl]-2-(2H-1,2,3-triazol-2-yl)benzamide). Reaction SMILES: F[C:2]1[C:3]([NH:12][C@H:13]2[CH2:17][CH2:16][CH2:15][C@@H:14]2[NH:18][C:19](=[O:31])[C:20]2[CH:25]=[CH:24][CH:23]=[CH:22][C:21]=2[N:26]2[N:30]=[CH:29][CH:28]=[N:27]2)=[N:4][CH:5]=[C:6]([C:8]([F:11])([F:10])[F:9])[CH:7]=1.Cl.N[C@H]1CCC[C@@H]1NC(=O)C1C=CC=CC=1N1N=CC=N1.[Cl:53]C1C(F)=NC=C(C(F)(F)F)C=1>>[Cl:53][C:2]1[C:3]([NH:12][C@H:13]2[CH2:17][CH2:16][CH2:15][C@@H:14]2[NH:18][C:19](=[O:31])[C:20]2[CH:25]=[CH:24][CH:23]=[CH:22][C:21]=2[N:26]2[N:30]=[CH:29][CH:28]=[N:27]2)=[N:4][CH:5]=[C:6]([C:8]([F:11])([F:10])[F:9])[CH:7]=1 |f:1.2|. Procedure details: Prepared according to the procedure for N-[(1S,2S)-2-{ [3-fluoro-5-(trifluoromethyl)pyridin-2-yl]amino}cyclopentyl]-2-(2H-1,2,3-triazol-2-yl)benzamide (Example 105) from N-[(1S,2S)-2-amino cyclopentyl]-2-(2H-1,2,3-triazol-2-yl)benzamide hydrochloride (Intermediate 4; 100 mg, 0.33 mmol) and 3-chloro-2-fluoro-5-(trifluoromethyl)pyridine (CAS number 72537-17-8; 71 mg, 0.36 mmol) except this was then further purified using column chromatography (basic silica, 0-100% ethyl acetate/petrol) to afford t... Conditions: time 30 minute. As a reaction SMILES: CC(C)([O-])C.[K+].[CH3:7][NH:8][C:9]([NH:11][N:12]([CH2:19][C:20]([O:22]C)=O)[C:13]1[CH:18]=[CH:17][CH:16]=[CH:15][CH:14]=1)=[O:10].Cl>C(C(C)=O)C(C)C>[CH3:7][N:8]1[C:20](=[O:22])[CH2:19][N:12]([C:13]2[CH:14]=[CH:15][CH:16]=[CH:17][CH:18]=2)[NH:11][C:9]1=[O:10] |f:0.1|. The reactants are resultant suspension, CC(C)([O-])C.[K+] (Potassium t-butoxide), CNC(=O)NN(C1=CC=CC=C1)CC(=O)OC (methyl [2-[(methylamino)carbonyl]-1-phenylhydrazino]-acetate), Cl (hydrochloric acid). Solvent: C(C(C)C)C(=O)C (methyl isobutyl ketone). Yields the product CN1C(NN(CC1=O)C1=CC=CC=C1)=O (Dihydro-4-methyl-1-phenyl-1,2,4-triazine-3,5-(2H,4H)-dione). The yield is 80.1%. Procedure: Potassium t-butoxide (11.33 g) was added over 12 min. to a stirred suspension of methyl [2-[(methylamino)carbonyl]-1-phenylhydrazino]-acetate (20.0 g) in methyl isobutyl ketone (200 ml) under nitrogen at 24°-31°. After stirring for 30 min., 1M hydrochloric acid (200 ml) was added at 15°-20°. The resultant suspension was cooled to 0°-5° for 30 min., and the solid was filtered off, washed with water (100 ml) followed by methyl isobutyl ketone (100 ml) and dried in vacuo to give the title compound ... Reactants: COC1=CC=C(C=C1)C(C1=CC=CC=C1)(C1=CC=C(C=C1)OC)NC=1OC(C([C@@](N1)(C)C1=C(C=CC(=C1)Br)F)(F)F)(C)C ([bis-(4-methoxy-phenyl)-phenyl-methyl]-[(R)-4-(5-bromo-2-fluoro-phenyl)-5,5-difluoro-4,6,6-trimethyl-5,6-dihydro-4H-[1,3]oxazin-2-yl]-amine), ClC1=C(C=C(C=C1)C#N)B(O)O (2-chloro-5-cyanophenylboronic acid). Yields the product COC1=CC=C(C=C1)C(C1=CC=CC=C1)(C1=CC=C(C=C1)OC)NC=1OC(C([C@@](N1)(C)C=1C=C(C=CC1F)C1=CC(=CC=C1Cl)C#N)(F)F)(C)C (3′-((R)-2-{[Bis-(4-methoxy-phenyl)-phenyl-methyl]-amino}-5,5-difluoro-4,6,6-trimethyl-5,6-dihydro-4H-[1,3]oxazin-4-yl)-6-chloro-4′-fluoro-biphenyl-3-carbonitrile). Isolated yield 22.0%. RXN SMILES: [CH3:1][O:2][C:3]1[CH:8]=[CH:7][C:6]([C:9]([NH:24][C:25]2[O:26][C:27]([CH3:43])([CH3:42])[C:28]([F:41])([F:40])[C@:29]([C:32]3[CH:37]=[C:36](Br)[CH:35]=[CH:34][C:33]=3[F:39])([CH3:31])[N:30]=2)([C:16]2[CH:21]=[CH:20][C:19]([O:22][CH3:23])=[CH:18][CH:17]=2)[C:10]2[CH:15]=[CH:14][CH:13]=[CH:12][CH:11]=2)=[CH:5][CH:4]=1.[Cl:44][C:45]1[CH:50]=[CH:49][C:48]([C:51]#[N:52])=[CH:47][C:46]=1B(O)O>>[CH3:1][O:2][C:3]1[CH:8]=[CH:7][C:6]([C:9]([NH:24][C:25]2[O:26][C:27]([CH3:43])([CH3:42])[C:28]([F:41])([F:40])[C@:29]([C:32]3[CH:37]=[C:36]([C:46]4[C:45]([Cl:44])=[CH:50][CH:49]=[C:48]([C:51]#[N:52])[CH:47]=4)[CH:35]=[CH:34][C:33]=3[F:39])([CH3:31])[N:30]=2)([C:16]2[CH:21]=[CH:20][C:19]([O:22][CH3:23])=[CH:18][CH:17]=2)[C:10]2[CH:15]=[CH:14][CH:13]=[CH:12][CH:11]=2)=[CH:5][CH:4]=1. Procedure details: In a manner analogous to that described in Example 9 a), the cross-coupling reaction of [bis-(4-methoxy-phenyl)-phenyl-methyl]-[(R)-4-(5-bromo-2-fluoro-phenyl)-5,5-difluoro-4,6,6-trimethyl-5,6-dihydro-4H-[1,3]oxazin-2-yl]-amine (intermediate C4.1) with 2-chloro-5-cyanophenylboronic acid yielded the title compound (22% yield) as a white foam. Reactants: CC(C)O, CCc1c(CN2CC(C(=O)OC)C2)cccc1-c1cnc(-c2ccc(OC(C)C)c(Cl)c2)s1, [Na+], [OH-], O. Product: CCc1c(CN2CC(C(=O)O)C2)cccc1-c1cnc(-c2ccc(OC(C)C)c(Cl)c2)s1. As a reaction SMILES: [CH:36]([OH:37])([CH3:38])[CH3:39].[Cl:1][c:2]1[cH:3][c:4](-[c:12]2[s:13][c:14](-[c:17]3[c:18]([CH2:32][CH3:33])[c:19]([CH2:23][N:24]4[CH2:25][CH:26]([C:28](=[O:29])[O:30][CH3:31])[CH2:27]4)[cH:20][cH:21][cH:22]3)[cH:15][n:16]2)[cH:5][cH:6][c:7]1[O:8][CH:9]([CH3:10])[CH3:11].[Na+:35].[OH-:34].[OH2:40]>>[Cl:1][c:2]1[cH:3][c:4](-[c:12]2[s:13][c:14](-[c:17]3[c:18]([CH2:32][CH3:33])[c:19]([CH2:23][N:24]4[CH2:25][CH:26]([C:28](=[O:29])[OH:30])[CH2:27]4)[cH:20][cH:21][cH:22]3)[cH:15][n:16]2)[cH:5][cH:6][c:7]1[O:8][CH:9]([CH3:10])[CH3:11]. Procedure details: 5.5 mmol (1.2 g) of 2-ethoxycarbonyl-3,4-dihydro-2H-1,4-benzoxazin-3-one (described in C.R. Acad. Sci. Paris Series C, 1969, 269, 154) in 5 ml of dimethylformamide are added at 0° C. to a suspension of 11 mmol (0.44 g) of 60% sodium hydride in 5 ml of dimethyformamide. The reaction mixture is stirred at 0° C. for 30 minutes. 22.2 mmol (1.38 ml) of iodomethane are then added, and the reaction mixture is stirred at room temperature for 1 hour. After hydrolysis and extraction with ethyl acetate, th... RXN SMILES: [CH2:1]([O:3][C:4]([CH:6]1[C:11](=O)N[C:9]2[CH:13]=[CH:14][CH:15]=C[C:8]=2[O:7]1)=[O:5])[CH3:2].[H-].[Na+].IC.C(OCC)(=O)C.[CH3:27][N:28]([CH3:31])[CH:29]=[O:30]>>[CH3:11][C:6]1([C:4]([O:3][CH2:1][CH3:2])=[O:5])[C:29](=[O:30])[N:28]([CH3:31])[C:27]2[CH:15]=[CH:14][CH:13]=[CH:9][C:8]=2[O:7]1 |f:1.2|. The reactants are C(C)OC(=O)C1OC2=C(NC1=O)C=CC=C2 (2-ethoxycarbonyl-3,4-dihydro-2H-1,4-benzoxazin-3-one), [H-].[Na+] (sodium hydride), CN(C=O)C (dimethylformamide), CN(C=O)C (dimethyformamide), C(C)(=O)OCC (ethyl acetate), IC (iodomethane). The product is CC1(OC2=C(N(C1=O)C)C=CC=C2)C(=O)OCC (2,4-Dimethyl-2-ethoxycarbonyl-3,4-dihydro-2H-1,4-benzoxazin-3-one). Reaction conditions: temperature 0 celsius, time 30 minute. Reactants: Cl.N1(N=NC=C1)C1CNCC1 (3-(1,2,3-triazol-1-yl)pyrrolidinehydrochloride), C1CCC2=NCCCN2CC1 (DBU), NC1=C2C(C(=CN(C2=C(C(=C1F)F)OC)C1CC1)C(=O)O)=O (5-Amino-1-cyclopropyl-6,7-difluoro-8-methoxy-1,4-dihydro-4-oxoquinoline-3-carboxylic acid). The solvent is N1=CC=CC=C1 (pyridine). Conditions: temperature 120 celsius. Yields the product NC1=C2C(C(=CN(C2=C(C(=C1F)N1CC(CC1)N1N=NC=C1)OC)C1CC1)C(=O)O)=O (5-Amino-1-cyclopropyl-6-fluoro-8-methoxy-7-[3-(1,2,3-triazol-1-yl)pyrrolidin-1-yl]-1,4-dihydro-4-oxoquinoline-3-carboxylic acid). RXN SMILES: Cl.[N:2]1([CH:7]2[CH2:11][CH2:10][NH:9][CH2:8]2)[CH:6]=[CH:5][N:4]=[N:3]1.C1CCN2C(=NCCC2)CC1.[NH2:23][C:24]1[C:33]([F:34])=[C:32](F)[C:31]([O:36][CH3:37])=[C:30]2[C:25]=1[C:26](=[O:44])[C:27]([C:41]([OH:43])=[O:42])=[CH:28][N:29]2[CH:38]1[CH2:40][CH2:39]1>N1C=CC=CC=1>[NH2:23][C:24]1[C:33]([F:34])=[C:32]([N:9]2[CH2:10][CH2:11][CH:7]([N:2]3[CH:6]=[CH:5][N:4]=[N:3]3)[CH2:8]2)[C:31]([O:36][CH3:37])=[C:30]2[C:25]=1[C:26](=[O:44])[C:27]([C:41]([OH:43])=[O:42])=[CH:28][N:29]2[CH:38]1[CH2:40][CH2:39]1 |f:0.1|. Procedure: 3-(1,2,3-triazol-1-yl)pyrrolidinehydrochloride (147 mg, 0.84 mmol) and DBU (128 mg, 0.84 mmol) were added to a suspension of 5-Amino-1-cyclopropyl-6,7-difluoro-8-methoxy-1,4-dihydro-4-oxoquinoline-3-carboxylic acid (100 mg, 0.33 mmol) in pyridine (5 ml). The reaction mixture was heated at 120° C. for 30 hrs, concentrated and the residue was triturated with water. The separated solid was filtered, washed with water and recrystallized from chloroform-hexane. Yield 40 mg; m.p. 208° C.; 1H NMR (TFA)... The reactants are BrC=1C=CC=2C3=C(N(C2C1)C)CCN(C3)C(=O)OC(C)(C)C (tert-Butyl 7-bromo-5-methyl-3,4-dihydro-1H-pyrido[4,3-b]indole-2(5H)-carboxylate), N1=C(C=CC=C1)CCN1CC(NCC1)=O (4-(2-(pyridin-2-yl)ethyl)piperazin-2-one). Product: CN1C2=C(C=3C=CC(=CC13)N1C(CN(CC1)CCC1=NC=CC=C1)=O)CN(CC2)C(=O)OC(C)(C)C (tert-Butyl 5-methyl-7-(2-oxo-4-(2-(pyridin-2-yl)ethyl)piperazin-1-yl)-3,4-dihydro-1H-pyrido[4,3-b]indole-2(5H)-carboxylate). Yield: 56.4%. RXN SMILES: Br[C:2]1[CH:3]=[CH:4][C:5]2[C:6]3[CH2:15][N:14]([C:16]([O:18][C:19]([CH3:22])([CH3:21])[CH3:20])=[O:17])[CH2:13][CH2:12][C:7]=3[N:8]([CH3:11])[C:9]=2[CH:10]=1.[N:23]1[CH:28]=[CH:27][CH:26]=[CH:25][C:24]=1[CH2:29][CH2:30][N:31]1[CH2:36][CH2:35][NH:34][C:33](=[O:37])[CH2:32]1>>[CH3:11][N:8]1[C:9]2[CH:10]=[C:2]([N:34]3[CH2:35][CH2:36][N:31]([CH2:30][CH2:29][C:24]4[CH:25]=[CH:26][CH:27]=[CH:28][N:23]=4)[CH2:32][C:33]3=[O:37])[CH:3]=[CH:4][C:5]=2[C:6]2[CH2:15][N:14]([C:16]([O:18][C:19]([CH3:22])([CH3:21])[CH3:20])=[O:17])[CH2:13][CH2:12][C:7]1=2. Procedure: tert-Butyl 7-bromo-5-methyl-3,4-dihydro-1H-pyrido[4,3-b]indole-2(5H)-carboxylate (280 mg, 0.761 mmol) and 4-(2-(pyridin-2-yl)ethyl)piperazin-2-one (156 mg, 0.760 mmol) were reacted according to Example 2 (step f) to provide the title compound (210 mg, 56%) as a yellow oil: ESI MS m/z 490 [M+H]+.